This data is from the Open Reaction Database (ORD), a public repository of structured organic reaction records. The task is: describe an organic reaction: reactants, conditions, products, and yield The reactants are COc1ccc(-n2nc(C(F)(F)F)cc2C(=O)O)c(CN=[N+]=[N-])c1, Nc1ccc(F)cc1C(=O)O, O=C(O)C(F)(F)F. Product: [N-]=[N+]=NCc1cc(F)ccc1-n1nc(C(F)(F)F)cc1C(=O)O. As a reaction SMILES: [F:12][C:13]([c:14]1[n:15][n:16](-[c:22]2[c:23]([CH2:30][N:31]=[N+:32]=[N-:33])[cH:24][c:25]([O:28][CH3:29])[cH:26][cH:27]2)[c:17]([C:19](=[O:20])[OH:21])[cH:18]1)([F:34])[F:35].[F:1][c:2]1[cH:3][c:4]([C:9]([OH:10])=[O:11])[c:5]([NH2:6])[cH:7][cH:8]1.[OH:36][C:37]([C:38]([F:39])([F:40])[F:41])=[O:42]>>[F:1][c:25]1[cH:24][c:23]([CH2:30][N:31]=[N+:32]=[N-:33])[c:22](-[n:16]2[n:15][c:14]([C:13]([F:12])([F:34])[F:35])[cH:18][c:17]2[C:19](=[O:20])[OH:21])[cH:27][cH:26]1. Starting materials: O=C([O-])O, CC(C)(C)CC(=O)OC(Cc1ccccc1)C(=O)O, CC#N, C=CC(CC(O)C(CC1CCCCC1)NC(=O)C(N)Cc1c[nH]cn1)C(C)C, [Na+]. Yields the product C=CC(CC(O)C(CC1CCCCC1)NC(=O)C(Cc1c[nH]cn1)NC(=O)C(Cc1ccccc1)OC(=O)CC(C)(C)C)C(C)C. Reaction SMILES: [C:48](=[O:49])([OH:50])[O-:51].[CH3:29][C:30]([CH2:31][C:32](=[O:33])[O:34][CH:35]([C:36](=[O:37])[OH:38])[CH2:39][c:40]1[cH:41][cH:42][cH:43][cH:44][cH:45]1)([CH3:46])[CH3:47].[CH3:53][C:54]#[N:55].[NH2:1][CH:2]([C:3](=[O:4])[NH:5][CH:6]([CH:7]([CH2:8][CH:9]([CH:10]=[CH2:11])[CH:12]([CH3:13])[CH3:14])[OH:15])[CH2:16][CH:17]1[CH2:18][CH2:19][CH2:20][CH2:21][CH2:22]1)[CH2:23][c:24]1[n:25][cH:26][nH:27][cH:28]1.[Na+:52]>>[NH:1]([CH:2]([C:3](=[O:4])[NH:5][CH:6]([CH:7]([CH2:8][CH:9]([CH:10]=[CH2:11])[CH:12]([CH3:13])[CH3:14])[OH:15])[CH2:16][CH:17]1[CH2:18][CH2:19][CH2:20][CH2:21][CH2:22]1)[CH2:23][c:24]1[n:25][cH:26][nH:27][cH:28]1)[C:36]([CH:35]([O:34][C:32]([CH2:31][C:30]([CH3:29])([CH3:46])[CH3:47])=[O:33])[CH2:39][c:40]1[cH:41][cH:42][cH:43][cH:44][cH:45]1)=[O:37]. Starting materials: C, CCCC1(CCC)C=CC(=O)CC1, CCO, [Pd]. Yields the product CCCC1(CCC)CCC(=O)CC1. Reaction SMILES: [C:17].[CH2:1]([CH2:2][CH3:3])[C:4]1([CH2:11][CH2:12][CH3:13])[CH:5]=[CH:6][C:7](=[O:10])[CH2:8][CH2:9]1.[CH3:14][CH2:15][OH:16].[Pd:18]>>[CH2:1]([CH2:2][CH3:3])[C:4]1([CH2:11][CH2:12][CH3:13])[CH2:5][CH2:6][C:7](=[O:10])[CH2:8][CH2:9]1. Yield: 59.8%. RXN SMILES: [Br-].[OH:2][CH2:3][CH2:4][CH2:5][P+](C1C=CC=CC=1)(C1C=CC=CC=1)C1C=CC=CC=1.C([Li])CCC.[C:30]([O:33][CH2:34][C@@H:35]1[C@:43]2([CH3:44])[C@@:38]([OH:47])([CH2:39][C@@H:40]([CH:45]=O)[CH2:41][CH2:42]2)[CH2:37][CH2:36]1)(=[O:32])[CH3:31]>C1COCC1.CCCCCC>[C:30]([O:33][CH2:34][C@@H:35]1[C@:43]2([CH3:44])[C@@:38]([OH:47])([CH2:39][C@@H:40](/[CH:45]=[CH:5]/[CH2:4][CH2:3][OH:2])[CH2:41][CH2:42]2)[CH2:37][CH2:36]1)(=[O:32])[CH3:31] |f:0.1|. Solvent: CCCCCC (n-hexane), NaH2PO4, C1CCOC1 (THF), C1CCOC1 (THF). Reaction conditions: temperature -25 celsius, time 1 hour. The reactants are C(CCC)[Li] (n-butyllithium), C(C)(=O)OC[C@H]1CC[C@@]2(C[C@H](CC[C@]12C)C=O)O ((1S,3aS,5S,7aR)-1-acetoxymethyl-3a-hydroxy-5-formyl-7a-methylperhydroindene), [Br-].OCCC[P+](C1=CC=CC=C1)(C1=CC=CC=C1)C1=CC=CC=C1 ((3-hydroxypropyl)triphenylphosphonium bromide). Reported procedure: To a suspension of 23.0 g of (3-hydroxypropyl)triphenylphosphonium bromide in 280 ml of anhydrous THF cooled at -25° C., 36.0 ml of 1.6N n-butyllithium in n-hexane were added dropwise under a nitrogen atmosphere and the mixture was stirred at -25° C. for 1 hr. A solution of 3.20 g of (1S,3aS,5S,7aR)-1-acetoxymethyl-3a-hydroxy-5-formyl-7a-methylperhydroindene in 32 ml of anhydrous THF was added and the reaction mixture was kept at -20° C. for 4 hrs, then warmed to room temperature and stirred for... Yields the product C(C)(=O)OC[C@H]1CC[C@@]2(C[C@H](CC[C@]12C)\C=C\CCO)O ((1S,3aS,5S,7aR)-1-acetoxymethyl-5-[(E)-4-hydroxy-1-butenyl)-7a-methylperhydro-inden-3a-ol). Reactants: CCCn1cnc2[nH]ccc2c1=O, COCCOC, O=C(c1ccc(Cl)cc1)c1ccc(CBr)cc1. Product: CCCn1cnc2c(ccn2Cc2ccc(C(=O)c3ccc(Cl)cc3)cc2)c1=O. Reaction SMILES: [CH2:1]([CH2:2][CH3:3])[n:4]1[cH:5][n:6][c:7]2[c:8]([c:9]1=[O:10])[cH:11][cH:12][nH:13]2.[CH3:31][O:32][CH2:33][CH2:34][O:35][CH3:36].[Cl:14][c:15]1[cH:16][cH:17][c:18]([C:19](=[O:20])[c:21]2[cH:22][cH:23][c:24]([CH2:25][Br:26])[cH:27][cH:28]2)[cH:29][cH:30]1>>[CH2:1]([CH2:2][CH3:3])[n:4]1[cH:5][n:6][c:7]2[c:8]([c:9]1=[O:10])[cH:11][cH:12][n:13]2[CH2:25][c:24]1[cH:23][cH:22][c:21]([C:19]([c:18]2[cH:17][cH:16][c:15]([Cl:14])[cH:30][cH:29]2)=[O:20])[cH:28][cH:27]1.